Dataset: the Open Reaction Database (ORD), a public repository of structured organic reaction records. Task: describe an organic reaction: reactants, conditions, products, and yield The reactants are O=C1CN=C(c2ccccc2[N+](=O)[O-])c2cc(Cl)sc2N1, S=P12SP3(=S)SP(=S)(S1)SP(=S)(S2)S3, c1ccncc1. The product is O=[N+]([O-])c1ccccc1C1=NCC(=S)Nc2sc(Cl)cc21. RXN SMILES: [Cl:1][c:2]1[cH:3][c:4]2[c:5]([s:21]1)[NH:6][C:7](=[O:20])[CH2:8][N:9]=[C:10]2[c:11]1[c:12]([N+:17](=[O:18])[O-:19])[cH:13][cH:14][cH:15][cH:16]1.[P:22]12(=[S:23])[S:24][P:25]3(=[S:35])[S:26][P:27](=[S:33])([S:28][P:29](=[S:32])([S:30]3)[S:31]1)[S:34]2.[cH:36]1[cH:37][cH:38][n:39][cH:40][cH:41]1>>[Cl:1][c:2]1[cH:3][c:4]2[c:5]([s:21]1)[NH:6][C:7](=[S:23])[CH2:8][N:9]=[C:10]2[c:11]1[c:12]([N+:17](=[O:18])[O-:19])[cH:13][cH:14][cH:15][cH:16]1. Starting materials: CC=1C=C2C(=CC1)NCC21CCN(CC1)C\C=C\C1=CC=C(C=C1)Cl (5-methyl-1′-[trans-3-(4-chlorophenyl)allyl]spiro[indoline-3,4′-piperidine]), solution, C1CCOC1 (THF). Run at time 30 minute. The product is C(#N)C1=CC=C(C(=O)N2CC3(CCN(CC3)C\C=C\C3=CC=C(C=C3)Cl)C3=CC(=CC=C23)C)C=C1 (1-(4-cyanobenzoyl)-5-methyl-1′-[trans-3-(4-chlorophenyl)allyl]spiro[indoline-3,4′-piperidine]). RXN SMILES: [CH3:1][C:2]1[CH:3]=[C:4]2[C:10]3([CH2:15][CH2:14][N:13]([CH2:16]/[CH:17]=[CH:18]/[C:19]4[CH:24]=[CH:23][C:22]([Cl:25])=[CH:21][CH:20]=4)[CH2:12][CH2:11]3)[CH2:9][NH:8][C:5]2=[CH:6][CH:7]=1.[CH2:26]1[CH2:30][O:29][CH2:28][CH2:27]1>>[C:5]([C:4]1[CH:28]=[CH:27][C:26]([C:30]([N:8]2[C:5]3[C:4](=[CH:3][C:2]([CH3:1])=[CH:7][CH:6]=3)[C:10]3([CH2:15][CH2:14][N:13]([CH2:16]/[CH:17]=[CH:18]/[C:19]4[CH:20]=[CH:21][C:22]([Cl:25])=[CH:23][CH:24]=4)[CH2:12][CH2:11]3)[CH2:9]2)=[O:29])=[CH:2][CH:3]=1)#[N:8]. Procedure: This step was achieved using a Zymark XP2 synthetic chemistry robot. A solution of 5-methyl-1′-[trans-3-(4-chlorophenyl)allyl]spiro[indoline-3,4′-piperidine] (2 ml of a solution derived from dissolving 1.43 g in 100 ml of THF) was added to a robot tube and the solvent was removed in vacuo. 4-Cyanobenzoic acid (28 mg) was weighed into a different robot tube. A solution of 2-chloro-1,3-dimethyl-2-imidazolinium hexafluorophosphate (2 ml of a solution derived from dissolving 4.80 g in 180 ml of chlo... Reactants: NC1=C(C=CC=C1CO)NC(=O)C1=NNC=C1NC(C1=C(C=CC=C1F)F)=O (4-(2,6-Difluoro-benzoylamino)-1H-pyrazole-3-carboxylic acid (2-amino-3-hydroxymethyl-phenyl)-amide), C(C)(=O)O (acetic acid). Run at temperature 150 celsius. Yields the product FC1=C(C(=O)NC=2C(=NNC2)C2=NC3=C(N2)C=CC=C3CO)C(=CC=C1)F (2,6-difluoro-N-[3-(4-hydroxymethyl-1H-benzimidazol-2-yl)-1H-pyrazol-4-yl]-benzamide), FC1=C(C(=O)NC=2C(=NNC2)C2=NC3=C(N2)C=CC=C3COC(C)=O)C(=CC=C1)F (acetic acid 2-[4-(2,6-difluoro-benzoylamino)-1H-pyrazol-3-yl]-1H-benzimidazol-4-ylmethyl ester). RXN SMILES: [NH2:1][C:2]1[C:7]([CH2:8][OH:9])=[CH:6][CH:5]=[CH:4][C:3]=1[NH:10][C:11]([C:13]1[C:17]([NH:18][C:19](=[O:28])[C:20]2[C:25]([F:26])=[CH:24][CH:23]=[CH:22][C:21]=2[F:27])=[CH:16][NH:15][N:14]=1)=O.[C:29]([OH:32])(=[O:31])[CH3:30]>>[F:27][C:21]1[CH:22]=[CH:23][CH:24]=[C:25]([F:26])[C:20]=1[C:19]([NH:18][C:17]1[C:13]([C:11]2[NH:10][C:3]3[CH:4]=[CH:5][CH:6]=[C:7]([CH2:8][OH:9])[C:2]=3[N:1]=2)=[N:14][NH:15][CH:16]=1)=[O:28].[F:27][C:21]1[CH:22]=[CH:23][CH:24]=[C:25]([F:26])[C:20]=1[C:19]([NH:18][C:17]1[C:13]([C:11]2[NH:10][C:3]3[CH:4]=[CH:5][CH:6]=[C:7]([CH2:8][O:31][C:29](=[O:32])[CH3:30])[C:2]=3[N:1]=2)=[N:14][NH:15][CH:16]=1)=[O:28]. Procedure: 4-(2,6-Difluoro-benzoylamino)-1H-pyrazole-3-carboxylic acid (2-amino-3-hydroxymethyl-phenyl)-amide (100 mg, 0.26 mmol) was dissolved in acetic acid (10 ml) then heated for 10 min at 150° C. (100 W) in a CEM discover microwave synthesiser. The reaction mixture was reduced then azeotroped with toluene (2×20 ml). The residue was purified by flash column chromatography [SiO2, EtOAc-hexane (1:1, 2:1, 3:1)] to give 2,6-difluoro-N-[3-(4-hydroxymethyl-1H-benzimidazol-2-yl)-1H-pyrazol-4-yl]-benzamide (25... Reactants: NC=1C=C2C(=C(C=NC2=CC1N)C#N)NC1=CC(=C(C(=C1)OC)OC)OC (6,7-diamino-4-(3,4,5-trimethoxyanilino)-3-quinolinecarbonitrile), intermediate, N(=[N+]=[N-])C1=C(C=C2C(=C(C=NC2=C1)C#N)NC1=CC=C(C=C1)OC1=CC=CC=C1)[N+](=O)[O-] (7-azido-6-nitro-4-(4-phenoxyanilino)-3-quinolinecarbonitrile). The reagents and catalysts are [Pd] (palladium-on-carbon). Solvent: C1CCOC1 (THF), C(C)O (ethanol). The product is NC=1C=C2C(=C(C=NC2=CC1N)C#N)NC1=CC=C(C=C1)OC1=CC=CC=C1 (6,7-diamino-4-(4-phenoxyanilino)-3-quinolinecarbonitrile). Isolated yield 119.7%. Reaction SMILES: NC1C=C2C(=CC=1N)N=CC(C#N)=C2NC1C=C(OC)C(OC)=C(OC)C=1.[N:28]([C:31]1[CH:40]=[C:39]2[C:34]([C:35]([NH:43][C:44]3[CH:49]=[CH:48][C:47]([O:50][C:51]4[CH:56]=[CH:55][CH:54]=[CH:53][CH:52]=4)=[CH:46][CH:45]=3)=[C:36]([C:41]#[N:42])[CH:37]=[N:38]2)=[CH:33][C:32]=1[N+:57]([O-])=O)=[N+]=[N-]>C1COCC1.C(O)C.[Pd]>[NH2:57][C:32]1[CH:33]=[C:34]2[C:39](=[CH:40][C:31]=1[NH2:28])[N:38]=[CH:37][C:36]([C:41]#[N:42])=[C:35]2[NH:43][C:44]1[CH:45]=[CH:46][C:47]([O:50][C:51]2[CH:52]=[CH:53][CH:54]=[CH:55][CH:56]=2)=[CH:48][CH:49]=1. Procedure: Following the procedure of 6,7-diamino-4-(3,4,5-trimethoxyanilino)-3-quinolinecarbonitrile (intermediate from Example 33), hydrogenation of a suspension of 736.0 mg (1.74 mmol) of 7-azido-6-nitro-4-(4-phenoxyanilino)-3-quinolinecarbonitrile and 147.2 mg of 10% palladium-on-carbon in 21 mL of THF and 6 mL of ethanol yields 765.1 mg of crude 6,7-diamino-4-(4-phenoxyanilino)-3-quinolinecarbonitrile. Starting materials: CC(=O)OO, CC(=O)O, Cc1cncc(C)c1, [Na+], [Na+], O, O=S([O-])[O-]. The product is Cc1cc(C)c[n+]([O-])c1. Reaction SMILES: [C:13]([O:14][OH:15])(=[O:16])[CH3:17].[CH3:1][C:2]([OH:3])=[O:4].[CH3:5][c:6]1[cH:7][n:8][cH:9][c:10]([CH3:12])[cH:11]1.[Na+:22].[Na+:23].[OH2:24].[S:18]([O-:19])([O-:20])=[O:21]>>[O-:3][n+:8]1[cH:7][c:6]([CH3:5])[cH:11][c:10]([CH3:12])[cH:9]1. Starting materials: COC(=O)CC(C)=O, CNCc1ccccc1, CC(C)O, O=Cc1cccc(Cl)c1Cl, O=C(O)Cc1ccccc1. The product is CNCc1ccccc1, O=C(O)Cc1ccccc1. RXN SMILES: [C:21]([O:22][CH3:23])(=[O:24])[CH2:25][C:26]([CH3:27])=[O:28].[CH3:29][NH:30][CH2:31][c:32]1[cH:33][cH:34][cH:35][cH:36][cH:37]1.[CH:38]([OH:39])([CH3:40])[CH3:41].[Cl:1][c:2]1[c:3]([Cl:4])[cH:5][cH:6][cH:7][c:8]1[CH:9]=[O:10].[OH:11][C:12](=[O:13])[CH2:14][c:15]1[cH:16][cH:17][cH:18][cH:19][cH:20]1>>[CH3:29][NH:30][CH2:31][c:32]1[cH:33][cH:34][cH:35][cH:36][cH:37]1.[O:11]=[C:12]([OH:13])[CH2:14][c:15]1[cH:16][cH:17][cH:18][cH:19][cH:20]1. Starting materials: ice, S(O)(O)(=O)=O (sulfuric acid), C(C)(=O)NC1=C(C=C(C=C1)Cl)F (4-(N-acetylamino)-1-chloro-3-fluorobenzene), [N+](=O)(O)[O-] (nitric acid), resultant mixture, ice. Product: C(C)(=O)NC1=CC(=C(C=C1F)Cl)[N+](=O)[O-] (4-(N-acetylamino)-1-chloro-5-fluoro-2-nitrobenzene). Isolated yield 99.5%. As a reaction SMILES: S(=O)(=O)(O)O.[C:6]([NH:9][C:10]1[CH:15]=[CH:14][C:13]([Cl:16])=[CH:12][C:11]=1[F:17])(=[O:8])[CH3:7].[N+:18]([O-])([OH:20])=[O:19]>>[C:6]([NH:9][C:10]1[C:11]([F:17])=[CH:12][C:13]([Cl:16])=[C:14]([N+:18]([O-:20])=[O:19])[CH:15]=1)(=[O:8])[CH3:7]. Reported procedure: To 20 % ice-cooled fuming sulfuric acid (50 g), 4-(N-acetylamino)-1-chloro-3-fluorobenzene (9.4 g) was dissolved, followed by gradual addition of fuming nitric acid (3.5 g) while keeping the temperature at 0° to 5° C. The resultant mixture was stirred at the same temperature for 1 hour and poured into ice (50 g). The precipitated crystals were collected by filteration, and the filtrate was washed with water and dried to give 11.6 g of 4-(N-acetylamino)-1-chloro-5-fluoro-2-nitrobenzene. M.P., 124...